This data is from the Open Reaction Database (ORD), a public repository of structured organic reaction records. The task is: describe an organic reaction: reactants, conditions, products, and yield Starting materials: ClCC#N (chloroacetonitrile), C[O-].[K+] (potassium methylate), C(C)OC(=O)CC(=S)OCCCC (O-n-butyl 2-ethoxycarbonylthioacetate), C[O-].[K+] (potassium methylate). The solvent is CO (methanol), CO (methanol). Conditions: temperature 30 celsius, time 10 minute. Yields the product C(#N)C=1SC(=CC1O)OCCCC (2-cyano-3-hydroxy-5-n-butoxy-thiophene). Isolated yield 41.1%. Reaction SMILES: C(O[C:4]([CH2:6][C:7]([O:9][CH2:10][CH2:11][CH2:12][CH3:13])=[S:8])=[O:5])C.C[O-].[K+].Cl[CH2:18][C:19]#[N:20]>CO>[C:19]([C:18]1[S:8][C:7]([O:9][CH2:10][CH2:11][CH2:12][CH3:13])=[CH:6][C:4]=1[OH:5])#[N:20] |f:1.2|. Reported procedure: 205 g of O-n-butyl 2-ethoxycarbonylthioacetate were added at 30° C. to a solution of 70 g of potassium methylate in a liter of methanol and the mixture was stirred for 10 minutes at 30° C. 75.5 g of chloroacetonitrile were added all at once to the mixture which was stirred for an hour at 40° C. and then a solution of 70 g of potassium methylate in 300 ml of methanol. The mixture was stirred for 6 hours at room temperature and was evaporated to dryness. The residue was washed with ethyl acetate a... Yields the product O=C(O)C(CC1CCCC1)c1ccc(Cl)c(Cl)c1. The reactants are [Li]CCCC, CN(C)P(=O)(N(C)C)N(C)C, CC(C)NC(C)C, O=C(O)Cc1ccc(Cl)c(Cl)c1, Cl, ICC1CCCC1, C1CCOC1. As a reaction SMILES: [CH2:8]([Li:9])[CH2:10][CH2:11][CH3:12].[CH3:38][N:39]([P:40]([N:41]([CH3:42])[CH3:43])([N:44]([CH3:45])[CH3:46])=[O:47])[CH3:48].[CH:1]([NH:2][CH:3]([CH3:4])[CH3:5])([CH3:6])[CH3:7].[Cl:13][c:14]1[cH:15][c:16]([CH2:21][C:22](=[O:23])[OH:24])[cH:17][cH:18][c:19]1[Cl:20].[ClH:32].[I:25][CH2:26][CH:27]1[CH2:28][CH2:29][CH2:30][CH2:31]1.[O:33]1[CH2:34][CH2:35][CH2:36][CH2:37]1>>[Cl:13][c:14]1[cH:15][c:16]([CH:21]([C:22](=[O:23])[OH:24])[CH2:26][CH:27]2[CH2:28][CH2:29][CH2:30][CH2:31]2)[cH:17][cH:18][c:19]1[Cl:20]. Reaction SMILES: CC[CH2:3][CH2:4][O-:5].CC[CH2:8][CH2:9][O-:10].CC[CH2:13][CH2:14][O-:15].CC[CH2:18][CH2:19][O-:20].[Ti+4:21].C(O)CCC>C(O)C>[CH2:4]([O-:5])[CH3:3].[CH2:9]([O-:10])[CH3:8].[CH2:14]([O-:15])[CH3:13].[CH2:19]([O-:20])[CH3:18].[Ti+4:21] |f:0.1.2.3.4,7.8.9.10.11|. Reactants: C(CCC)O (butanol), CCCC[O-].CCCC[O-].CCCC[O-].CCCC[O-].[Ti+4] (butyl titanate), graphite, CCCC[O-].CCCC[O-].CCCC[O-].CCCC[O-].[Ti+4] (butyl titanate). Procedure details: Organic butyl titanate solution is mixed with a solvent (denatured ethanol) and graphite. The butyl titanate and solvent undergo a metathetical ligand exchange (room temperature decomposition) to form titanium tetraethanolate, butanol, and ethanol. The alcohols are then decanted, and the resulting slurry is then heated at 350° C. to completely decompose the remaining organic components, resulting in TiO2 being deposited on the basal plane surface of the graphite. Product: C(C)[O-].C(C)[O-].C(C)[O-].C(C)[O-].[Ti+4] (titanium tetraethanolate). Solvent: C(C)O (ethanol), C(C)O (ethanol). Starting materials: O=C(O)CC(=O)NCc1cc(F)cc(F)c1, CN1C(=O)C(N)c2ccccc2-c2ccccc21. The product is CN1C(=O)C(NC(=O)CC(=O)NCc2cc(F)cc(F)c2)c2ccccc2-c2ccccc21. As a reaction SMILES: [F:19][c:20]1[cH:21][c:22]([CH2:23][NH:24][C:25]([CH2:26][C:27](=[O:28])[OH:29])=[O:30])[cH:31][c:32]([F:34])[cH:33]1.[NH2:1][CH:2]1[c:3]2[c:4]([cH:15][cH:16][cH:17][cH:18]2)-[c:5]2[c:6]([cH:11][cH:12][cH:13][cH:14]2)[N:7]([CH3:10])[C:8]1=[O:9]>>[NH:1]([CH:2]1[c:3]2[c:4]([cH:15][cH:16][cH:17][cH:18]2)-[c:5]2[c:6]([cH:11][cH:12][cH:13][cH:14]2)[N:7]([CH3:10])[C:8]1=[O:9])[C:27]([CH2:26][C:25]([NH:24][CH2:23][c:22]1[cH:21][c:20]([F:19])[cH:33][c:32]([F:34])[cH:31]1)=[O:30])=[O:28]. Starting materials: C(CCC)OCCOC1=CC=C(C=C1)C=1C=CC2=C(C=C(CCN2C(C(F)(F)F)=O)C(=O)NC2=CC=C(C=C2)C(C2=[N+](C=C(C=C2)Cl)[O-])O)C1 (7-[4-(2-butoxyethoxy)phenyl]-N-[4-[hydroxy(5-chloro-1-oxidopyridin-2-yl)methyl]phenyl]-1-trifluoroacetyl-2,3-dihydro-1H-1-benzazepine-4-carboxamide), [BH4-].[Na+] (sodium borohydride), [BH4-].[Na+] (Sodium borohydride), [BH4-].[Na+] (Sodium borohydride), [BH4-].[Na+] (sodium borohydride), O (Water). The solvent is C(C)O (ethanol). Reaction conditions: time 2.5 hour. Product: C(CCC)OCCOC1=CC=C(C=C1)C=1C=CC2=C(C=C(CCN2)C(=O)NC2=CC=C(C=C2)C(C2=[N+](C=C(C=C2)Cl)[O-])O)C1 (7-[4-(2-butoxyethoxy)phenyl]-N-[4-[hydroxy(5-chloro-1-oxidopyridin-2-yl)methyl]phenyl]-2,3-dihydro-1H-1-benzazepine-4-carboxamide). Isolated yield 30.6%. RXN SMILES: [CH2:1]([O:5][CH2:6][CH2:7][O:8][C:9]1[CH:14]=[CH:13][C:12]([C:15]2[CH:16]=[CH:17][C:18]3[N:24](C(=O)C(F)(F)F)[CH2:23][CH2:22][C:21]([C:31]([NH:33][C:34]4[CH:39]=[CH:38][C:37]([CH:40]([OH:49])[C:41]5[CH:46]=[CH:45][C:44]([Cl:47])=[CH:43][N+:42]=5[O-:48])=[CH:36][CH:35]=4)=[O:32])=[CH:20][C:19]=3[CH:50]=2)=[CH:11][CH:10]=1)[CH2:2][CH2:3][CH3:4].[BH4-].[Na+].O>C(O)C>[CH2:1]([O:5][CH2:6][CH2:7][O:8][C:9]1[CH:10]=[CH:11][C:12]([C:15]2[CH:16]=[CH:17][C:18]3[NH:24][CH2:23][CH2:22][C:21]([C:31]([NH:33][C:34]4[CH:39]=[CH:38][C:37]([CH:40]([OH:49])[C:41]5[CH:46]=[CH:45][C:44]([Cl:47])=[CH:43][N+:42]=5[O-:48])=[CH:36][CH:35]=4)=[O:32])=[CH:20][C:19]=3[CH:50]=2)=[CH:13][CH:14]=1)[CH2:2][CH2:3][CH3:4] |f:1.2|. Procedure details: To a solution of 7-[4-(2-butoxyethoxy)phenyl]-N-[4-[hydroxy(5-chloro-1-oxidopyridin-2-yl)methyl]phenyl]-1-trifluoroacetyl-2,3-dihydro-1H-1-benzazepine-4-carboxamide (0.20 g) in ethanol (30 ml), sodium borohydride (50 mg) was added at room temperature and the mixture was stirred for 2.5 hours. To the reaction solution was added sodium borohydride (50 mg), and the mixture was stirred for 2.5 hours. Sodium borohydride (50 mg) was further added to the mixture and the mixture was stirred for 1 hour. ... Starting materials: CO, Cl, CC1CN(N)C(=O)N1C, O=Cc1cccnc1. The product is Cl, CC1CN(N=Cc2cccnc2)C(=O)N1C. As a reaction SMILES: [CH3:19][OH:20].[ClH:9].[NH2:10][N:11]1[C:12](=[O:18])[N:13]([CH3:17])[CH:14]([CH3:16])[CH2:15]1.[n:1]1[cH:2][c:3]([CH:7]=[O:8])[cH:4][cH:5][cH:6]1>>[ClH:9].[n:1]1[cH:2][c:3]([CH:7]=[N:10][N:11]2[C:12](=[O:18])[N:13]([CH3:17])[CH:14]([CH3:16])[CH2:15]2)[cH:4][cH:5][cH:6]1. Reactants: C(#N)C(C(=O)OCC)=C (ethyl 2-cyanoacrylate), C1(=CC=CC=C1)C (toluene), C1=CC=CC1 (1,3-cyclopentadiene). Conditions: time 1 hour. The product is C(#N)C1(C2C=CC(C1)C2)C(=O)OCC (ethyl 5-cyanobicyclo[2.2.1]hept-2-ene-5-carboxylate). RXN SMILES: [C:1]([C:3](=[CH2:9])[C:4]([O:6][CH2:7][CH3:8])=[O:5])#[N:2].C1CC=CC=1.[C:15]1([CH3:21])[CH:20]=CC=[CH:17][CH:16]=1>>[C:1]([C:3]1([C:4]([O:6][CH2:7][CH3:8])=[O:5])[CH2:20][CH:15]2[CH2:21][CH:9]1[CH:17]=[CH:16]2)#[N:2]. Procedure: Specifically, 50 g (0.33 mol) of ethyl 2-cyanoacrylate (6a) was dissolved in 200 ml of toluene, and 45 g (0.68 mol) of 1,3-cyclopentadiene (5a) was added dropwise to the solution with cooling temperatures of 35° C. or below. Stirring for one hour and subsequent enrichment yielded 72 g of ethyl 5-cyanobicyclo[2.2.1]hept-2-ene-5-carboxylate represented by Formula (7a) (crude product). Reactants: C(C)(C)(C)C1=CC=C(S1)C1C(C1)C(=O)O (2-(5-t-butylthiophen-2-yl)-cyclopropanecarboxylic acid), C(C(=O)Cl)(=O)Cl (oxalyl chloride). Solvent: CCCCCC (hexane). Reaction conditions: time 2 hour. Product: C(C)(C)(C)C1=CC=C(S1)C1C(C1)C(=O)Cl (2-(5-t-butylthiophen-2-yl)-cyclopropanecarbonyl chloride). Yield: 98.6%. RXN SMILES: [C:1]([C:5]1[S:9][C:8]([CH:10]2[CH2:12][CH:11]2[C:13]([OH:15])=O)=[CH:7][CH:6]=1)([CH3:4])([CH3:3])[CH3:2].C(Cl)(=O)C([Cl:19])=O>CCCCCC>[C:1]([C:5]1[S:9][C:8]([CH:10]2[CH2:12][CH:11]2[C:13]([Cl:19])=[O:15])=[CH:7][CH:6]=1)([CH3:4])([CH3:3])[CH3:2]. Procedure: A mixture of 2-(5-t-butylthiophen-2-yl)-cyclopropanecarboxylic acid (3.38 g, 0.015 mol) and oxalyl chloride (2.65 g, 0.021 mol) in hexane (35 ml) was stirred at room temperature for 2 hours and then warmed at 60° C. for 3 hours. The hexane and excess oxalyl chloride were removed in vacuo to give 2-(5-t-butylthiophen-2-yl)-cyclopropanecarbonyl chloride (3.59 g, 99%) as a pale yellow liquid which was used in the next stage without further purification.